From a dataset of the Open Reaction Database (ORD), a public repository of structured organic reaction records. describe an organic reaction: reactants, conditions, products, and yield Reactants: C(C)(C)(C)OC(=O)N1[C@H](CNCC1)C(=O)O ((2R)-1-(tert-butoxycarbonyl)piperazine-2-carboxylic acid), C(=O)([O-])[O-].[Na+].[Na+] (Na2CO3), C(C)(C)I (isopropyl iodide). Solvent: CCO (EtOH). Reaction conditions: time 1 hour. Product: C(C)(C)(C)OC(=O)N1[C@H](CN(CC1)C(C)C)C(=O)O ((2R)-1-(tert-Butoxycarbonyl)-4-isopropylpiperazine-2-carboxylic Acid). As a reaction SMILES: [C:1]([O:5][C:6]([N:8]1[CH2:13][CH2:12][NH:11][CH2:10][C@@H:9]1[C:14]([OH:16])=[O:15])=[O:7])([CH3:4])([CH3:3])[CH3:2].C([O-])([O-])=O.[Na+].[Na+].[CH:23](I)([CH3:25])[CH3:24]>CCO>[C:1]([O:5][C:6]([N:8]1[CH2:13][CH2:12][N:11]([CH:23]([CH3:25])[CH3:24])[CH2:10][C@@H:9]1[C:14]([OH:16])=[O:15])=[O:7])([CH3:4])([CH3:2])[CH3:3] |f:1.2.3|. Procedure details: To (2R)-1-(tert-butoxycarbonyl)piperazine-2-carboxylic acid (4.5 g) and Na2CO3 (8.32 g) was added dry EtOH (135 ml) and isopropyl iodide (2.16 ml) and the mixture heated at reflux for 18 hours under argon. The solvent was then removed under reduced pressure, 5% MeOH/DCM (50 ml) added, the mixture stirred for 1 hour in a stoppered flask, filtered and washed through with DCM (2×10 ml). The filtrate was applied directly to a 120 g-silica Redisep® cartridge and purified using 10-70% MeOH/DCM. After ... Reactants: BrBr (Bromine), ClC1=NC=CC(=C1)CC(C)=O (1-(2-chloro-pyridin-4-yl)-propan-2-one). Yields the product BrC(C(C)=O)C1=CC(=NC=C1)Cl (1-Bromo-1-(2-chloro-pyridin-4-yl)-propan-2-one). Reported procedure: Bromine (1.36 ml, 26 mmol) is added dropwise to a stirred solution of 1-(2-chloro-pyridin-4-yl)-propan-2-one (Example 2a, 5.0 g, 29.5 mmol) in dioxane (150 ml) over 45 minutes at 5-10° C. After 20 minutes at room temperature the solvent is removed in vacuo to afford the titled compound as a yellow solid. Reaction SMILES: [Br:1]Br.[Cl:3][C:4]1[CH:9]=[C:8]([CH2:10][C:11](=[O:13])[CH3:12])[CH:7]=[CH:6][N:5]=1>O1CCOCC1>[Br:1][CH:10]([C:8]1[CH:7]=[CH:6][N:5]=[C:4]([Cl:3])[CH:9]=1)[C:11](=[O:13])[CH3:12]. The solvent is O1CCOCC1 (dioxane).